Task: describe an organic reaction: reactants, conditions, products, and yield. Dataset: the Open Reaction Database (ORD), a public repository of structured organic reaction records The reactants are Cl (hydrochloric acid), CC1=C(C=CC=C1Cl)NN=C1N=C(OC1=O)C1=CC=CC=C1 (4-(2-methyl-3-chlorophenylhydrazono)-2-phenyl-oxazoline-5-one), formula II, solution, [NH4+].[OH-] (NH4OH). Run in CC(=O)C (acetone). Yields the product CC1=C(C=CC=C1Cl)N1N=C(N=C1C1=CC=CC=C1)C(=O)N (1-(2-methyl-3-chlorophenyl)-5-phenyl-1H-1,2,4-triazole-3-carboxamide). Yield: 78.2%. As a reaction SMILES: [CH3:1][C:2]1[C:7]([Cl:8])=[CH:6][CH:5]=[CH:4][C:3]=1[NH:9][N:10]=[C:11]1[C:15](=O)[O:14][C:13]([C:17]2[CH:22]=[CH:21][CH:20]=[CH:19][CH:18]=2)=[N:12]1.[NH4+:23].[OH-].Cl>CC(C)=O>[CH3:1][C:2]1[C:7]([Cl:8])=[CH:6][CH:5]=[CH:4][C:3]=1[N:9]1[C:13]([C:17]2[CH:22]=[CH:21][CH:20]=[CH:19][CH:18]=2)=[N:12][C:11]([C:15]([NH2:23])=[O:14])=[N:10]1 |f:1.2|. Procedure: 6.2 g (0.019 mole) of 4-(2-methyl-3-chlorophenylhydrazono)-2-phenyl-oxazoline-5-one (R1 =2--CH3, R2 =3--Cl and R3 =H in the formula II) was added to 60 ml of acetone with stirring. To the resulting mixture, 3 ml of 29% solution of NH4OH (0.024 mole) was added dropwise at room temperature. Then the mixture was refluxed for 25 minutes and heating was stopped. After 3 ml of concentrated hydrochloric acid was added dropwise, and then the mixture was refluxed again for 5 minutes. The obtained reactio... The reactants are C(C=C)OC(=O)N1CC(CC1)C=O (1-allyloxycarbonyl-3-formylpyrrolidine), C1(=CC=CC=C1)P(=C(C(C)=O)C)(C1=CC=CC=C1)C1=CC=CC=C1 (3-triphenylphosphoranylidenebutan-2-one). Solvent: ClCCl (dichloromethane). The product is C(C=C)OC(=O)N1CC(CC1)C=C(C(C)=O)C (1-allyloxycarbonyl-3-(2-methyl-3-oxo-1-butenyl)pyrrolidine). The yield is 94.8%. As a reaction SMILES: [CH2:1]([O:4][C:5]([N:7]1[CH2:11][CH2:10][CH:9]([CH:12]=O)[CH2:8]1)=[O:6])[CH:2]=[CH2:3].C1(P(C2C=CC=CC=2)(C2C=CC=CC=2)=[C:21]([CH3:25])[C:22](=[O:24])[CH3:23])C=CC=CC=1>ClCCl>[CH2:1]([O:4][C:5]([N:7]1[CH2:11][CH2:10][CH:9]([CH:12]=[C:21]([CH3:25])[C:22](=[O:24])[CH3:23])[CH2:8]1)=[O:6])[CH:2]=[CH2:3]. Procedure: A solution of 1-allyloxycarbonyl-3-formylpyrrolidine (13.45 g) and 3-triphenylphosphoranylidenebutan-2-one (25.60 g) in dichloromethane (15 ml) was refluxed for 20 hours. The mixture was concentrated under reduced pressure to give a syrup. The syrup was subjected to a column chromatography on silica gel (200 g) and eluted with a mixture of ethyl acetate and hexane (4:6 V/V) to give 1-allyloxycarbonyl-3-(2-methyl-3-oxo-1-butenyl)pyrrolidine (16.52 g). Reactants: C (charcoal), NC=1C=C(C=C2C=C(C=C(C12)S(=O)(=O)O)S(=O)(=O)O)S(=O)(=O)O (8-amino-1,3,6-naphthalenetrisulfonic acid), C1=CC(=CC=C1N=NC2C(=NN(C2=O)C3=CC=C(C=C3)S(=O)(=O)[O-])C(=O)[O-])S(=O)(=O)[O-].[Na+].[Na+].[Na+] (trisodium salt), C(=S)(Cl)Cl (thiophosgene). The solvent is O (water), Cl (hydrochloric acid). Conditions: time 2 hour. Yields the product N(=C=S)C=1C=C(C=C2C=C(C=C(C12)S(=O)(=O)O)S(=O)(=O)O)S(=O)(=O)O (8-isothiocyanato-1,3,6-naphthalenetrisulfonic acid). Reaction SMILES: [NH2:1][C:2]1[CH:3]=[C:4]([S:20]([OH:23])(=[O:22])=[O:21])[CH:5]=[C:6]2[C:11]=1[C:10]([S:12]([OH:15])(=[O:14])=[O:13])=[CH:9][C:8]([S:16]([OH:19])(=[O:18])=[O:17])=[CH:7]2.C1C(N=NC2C(=O)N(C3C=C[C:41]([S:44]([O-])(=O)=O)=CC=3)N=C2C([O-])=O)=CC=C(S([O-])(=O)=O)C=1.[Na+].[Na+].[Na+].C(Cl)(Cl)=S.C>O.Cl>[N:1]([C:2]1[CH:3]=[C:4]([S:20]([OH:23])(=[O:22])=[O:21])[CH:5]=[C:6]2[C:11]=1[C:10]([S:12]([OH:15])(=[O:14])=[O:13])=[CH:9][C:8]([S:16]([OH:19])(=[O:17])=[O:18])=[CH:7]2)=[C:41]=[S:44] |f:1.2.3.4|. Reported procedure: To a solution of 32.0 g of 8-amino-1,3,6-naphthalenetrisulfonic acid, trisodium salt in 350 ml of water and 7.0 ml of concentrated hydrochloric acid was added 10.0 g of thiophosgene. The mixture was stirred 21/2 hours, treated with charcoal and filtered through diatomaceous earth. The filtrate was neutralized with 46 ml of 5N sodium hydroxide, chilled and the solid was collected and recrystallized from 40 ml of water by heating and then chilling in an ice bath. This solid was washed with ice wat... The reactants are [BH4-], O=Cc1cc2cc(F)c(F)cc2nc1N1CCCC1C1CCC(CCOCc2ccccc2)CC1, CCOC(C)=O, [Cl-], [NH4+], [Na+]. Product: OCc1cc2cc(F)c(F)cc2nc1N1CCCC1C1CCC(CCOCc2ccccc2)CC1. Reaction SMILES: [BH4-:36].[CH2:1]([c:2]1[cH:3][cH:4][cH:5][cH:6][cH:7]1)[O:8][CH2:9][CH2:10][CH:11]1[CH2:12][CH2:13][CH:14]([CH:17]2[N:18]([c:22]3[n:23][c:24]4[cH:25][c:26]([F:35])[c:27]([F:34])[cH:28][c:29]4[cH:30][c:31]3[CH:32]=[O:33])[CH2:19][CH2:20][CH2:21]2)[CH2:15][CH2:16]1.[CH3:40][CH2:41][O:42][C:43](=[O:44])[CH3:45].[Cl-:38].[NH4+:39].[Na+:37]>>[CH2:1]([c:2]1[cH:3][cH:4][cH:5][cH:6][cH:7]1)[O:8][CH2:9][CH2:10][CH:11]1[CH2:12][CH2:13][CH:14]([CH:17]2[N:18]([c:22]3[n:23][c:24]4[cH:25][c:26]([F:35])[c:27]([F:34])[cH:28][c:29]4[cH:30][c:31]3[CH2:32][OH:33])[CH2:19][CH2:20][CH2:21]2)[CH2:15][CH2:16]1. Starting materials: NC1CCN(Cc2ccccc2)C1, CC(C)O, CCN(C(C)C)C(C)C, O=[N+]([O-])c1cnc2c(ccn2S(=O)(=O)c2ccccc2)c1Cl. The product is O=[N+]([O-])c1cnc2c(ccn2S(=O)(=O)c2ccccc2)c1NC1CCN(Cc2ccccc2)C1. Reaction SMILES: [CH2:23]([c:24]1[cH:25][cH:26][cH:27][cH:28][cH:29]1)[N:30]1[CH2:31][CH:32]([NH2:35])[CH2:33][CH2:34]1.[CH3:45][CH:46]([OH:47])[CH3:48].[CH:36]([N:37]([CH:38]([CH3:39])[CH3:40])[CH2:41][CH3:42])([CH3:43])[CH3:44].[c:1]1([S:7](=[O:8])(=[O:9])[n:10]2[cH:11][cH:12][c:13]3[c:14]2[n:15][cH:16][c:17]([N+:20](=[O:21])[O-:22])[c:18]3[Cl:19])[cH:2][cH:3][cH:4][cH:5][cH:6]1>>[c:1]1([S:7](=[O:8])(=[O:9])[n:10]2[cH:11][cH:12][c:13]3[c:14]2[n:15][cH:16][c:17]([N+:20](=[O:21])[O-:22])[c:18]3[NH:35][CH:32]2[CH2:31][N:30]([CH2:23][c:24]3[cH:25][cH:26][cH:27][cH:28][cH:29]3)[CH2:34][CH2:33]2)[cH:2][cH:3][cH:4][cH:5][cH:6]1. Reactants: O=C([O-])[O-], CS(C)=O, COc1ccc2c(Cl)ccnc2c1, [Cs+], [Cs+], Sc1ccccc1. Yields the product COc1ccc2c(Sc3ccccc3)ccnc2c1. As a reaction SMILES: [C:21](=[O:22])([O-:23])[O-:24].[CH3:27][S:28]([CH3:29])=[O:30].[Cl:1][c:2]1[cH:3][cH:4][n:5][c:6]2[cH:7][c:8]([O:12][CH3:13])[cH:9][cH:10][c:11]12.[Cs+:25].[Cs+:26].[SH:14][c:15]1[cH:16][cH:17][cH:18][cH:19][cH:20]1>>[c:2]1([S:14][c:15]2[cH:16][cH:17][cH:18][cH:19][cH:20]2)[cH:3][cH:4][n:5][c:6]2[cH:7][c:8]([O:12][CH3:13])[cH:9][cH:10][c:11]12.